The task is: describe an organic reaction: reactants, conditions, products, and yield. This data is from the Open Reaction Database (ORD), a public repository of structured organic reaction records. Reactants: ClC1=CC(=CC=C1)C(=O)OO (m-chloroperbenzoic acid), C(CCC)OCCOC1=CC=C(C=C1)C=1C=CC2=C(C=C(CCN2CC(C)C)C(=O)NC2=CC=C(C=C2)SCC=2C=NC=CC2)C1 (7-[4-(2-butoxyethoxy)phenyl]-1-isobutyl-N-[4-[(3-pyridinylmethyl)sulfanyl]phenyl]-2,3-dihydro-1-benzazepine-4-carboxamide), S(=S)(=O)([O-])[O-].[Na+].[Na+] (sodium thiosulfate). The solvent is C(Cl)Cl (methylene chloride). Reaction conditions: temperature 0 celsius, time 20 minute. Yields the product C(CCC)OCCOC1=CC=C(C=C1)C=1C=CC2=C(C=C(CCN2CC(C)C)C(=O)NC2=CC=C(C=C2)S(=O)CC=2C=NC=CC2)C1 (7-[4-(2-butoxyethoxy)phenyl]-1-isobutyl-N-[4-[(3-pyridinylmethyl)sulfinyl]phenyl]-2,3-dihydro-1-benzazepine-4-carboxamide). Isolated yield 29.9%. Reaction SMILES: [CH2:1]([O:5][CH2:6][CH2:7][O:8][C:9]1[CH:14]=[CH:13][C:12]([C:15]2[CH:16]=[CH:17][C:18]3[N:24]([CH2:25][CH:26]([CH3:28])[CH3:27])[CH2:23][CH2:22][C:21]([C:29]([NH:31][C:32]4[CH:37]=[CH:36][C:35]([S:38][CH2:39][C:40]5[CH:41]=[N:42][CH:43]=[CH:44][CH:45]=5)=[CH:34][CH:33]=4)=[O:30])=[CH:20][C:19]=3[CH:46]=2)=[CH:11][CH:10]=1)[CH2:2][CH2:3][CH3:4].ClC1C=CC=C(C(OO)=[O:55])C=1.S([O-])([O-])(=O)=S.[Na+].[Na+]>C(Cl)Cl>[CH2:1]([O:5][CH2:6][CH2:7][O:8][C:9]1[CH:10]=[CH:11][C:12]([C:15]2[CH:16]=[CH:17][C:18]3[N:24]([CH2:25][CH:26]([CH3:27])[CH3:28])[CH2:23][CH2:22][C:21]([C:29]([NH:31][C:32]4[CH:33]=[CH:34][C:35]([S:38]([CH2:39][C:40]5[CH:41]=[N:42][CH:43]=[CH:44][CH:45]=5)=[O:55])=[CH:36][CH:37]=4)=[O:30])=[CH:20][C:19]=3[CH:46]=2)=[CH:13][CH:14]=1)[CH2:2][CH2:3][CH3:4] |f:2.3.4|. Reported procedure: 7-[4-(2-butoxyethoxy)phenyl]-1-isobutyl-N-[4-[(3-pyridinylmethyl)sulfanyl]phenyl]-2,3-dihydro-1-benzazepine-4-carboxamide (0.32 g) was dissolved in methylene chloride (9.6 ml), m-chloroperbenzoic acid (87 mg) was added to the mixture at 0° C., and the mixture was stirred for 20 minutes at 0° C. The reaction mixture was added to an aqueous solution of saturated sodium thiosulfate, and extracted with ethyl acetate. The organic layer was washed with saturated brine, and dried over magnesium sulfate...